This data is from the Open Reaction Database (ORD), a public repository of structured organic reaction records. The task is: describe an organic reaction: reactants, conditions, products, and yield The reactants are OC1COCCC1(C1=CC(=CC=C1)OCC1=CC2=CC=CC=C2C=C1)OC ((3RS,4SR)-3-hydroxy-4-methoxy-4-[3-(naphth-2-ylmethoxy)phenyl]tetrahydropyran), CI (methyl iodide). The product is COC1COCCC1(C1=CC(=CC=C1)OCC1=CC2=CC=CC=C2C=C1)OC ((3RS,4SR)-3,4-dimethoxy-4-[3-(naphth-2ylmethoxy)phenyl]tetrahydropyran). Yield: 90.0%. RXN SMILES: [OH:1][CH:2]1[C:7]([O:26][CH3:27])([C:8]2[CH:13]=[CH:12][CH:11]=[C:10]([O:14][CH2:15][C:16]3[CH:25]=[CH:24][C:23]4[C:18](=[CH:19][CH:20]=[CH:21][CH:22]=4)[CH:17]=3)[CH:9]=2)[CH2:6][CH2:5][O:4][CH2:3]1.[CH3:28]I>>[CH3:28][O:1][CH:2]1[C:7]([O:26][CH3:27])([C:8]2[CH:13]=[CH:12][CH:11]=[C:10]([O:14][CH2:15][C:16]3[CH:25]=[CH:24][C:23]4[C:18](=[CH:19][CH:20]=[CH:21][CH:22]=4)[CH:17]=3)[CH:9]=2)[CH2:6][CH2:5][O:4][CH2:3]1. Procedure: Using the procedure described in Example 1, (3RS,4SR)-3-hydroxy-4-methoxy-4-[3-(naphth-2-ylmethoxy)phenyl]tetrahydropyran [Example 7, Compound No. 3] was reacted with methyl iodide to give (3RS,4SR)-3,4-dimethoxy-4-[3-(naphth-2ylmethoxy)phenyl]tetrahydropyran (90%), m.p. 131°-133° C. The reactants are C(C)(C)(C)OC(CN1C=CC2=CC=C(C=C12)NCC=1N(C2=CC=CC(=C2C1C(=O)OC)Cl)C)=O (Methyl 2-((1-(2-tert-butoxy-2-oxoethyl)-1H-indol-6-ylamino)methyl)-4-chloro-1-methyl-1H-indole-3-carboxylate), [Al](C)(C)C ((CH3)3Al). Run in ClCCl (dichloromethane), ClCCl (dichloromethane), Cl (HCl). Conditions: temperature 25 celsius, time 10 minute. The product is ClC=1C=2C3=C(N(C2C=CC1)C)CN(C3=O)C3=CC=C1C=CN(C1=C3)CC(=O)OC(C)(C)C (tert-Butyl 2-(6-(8-chloro-4-methyl-1-oxopyrrolo[3,4-b]indol-2(1H,3H,4H)-yl)-1H-indol-1-yl)acetate). The yield is 89.0%. Reaction SMILES: [C:1]([O:5][C:6](=[O:34])[CH2:7][N:8]1[C:16]2[C:11](=[CH:12][CH:13]=[C:14]([NH:17][CH2:18][C:19]3[N:20]([CH3:33])[C:21]4[C:26]([C:27]=3[C:28]([O:30]C)=O)=[C:25]([Cl:32])[CH:24]=[CH:23][CH:22]=4)[CH:15]=2)[CH:10]=[CH:9]1)([CH3:4])([CH3:3])[CH3:2].[Al](C)(C)C>ClCCl.Cl>[Cl:32][C:25]1[C:26]2[C:27]3[C:28](=[O:30])[N:17]([C:14]4[CH:15]=[C:16]5[C:11]([CH:10]=[CH:9][N:8]5[CH2:7][C:6]([O:5][C:1]([CH3:4])([CH3:3])[CH3:2])=[O:34])=[CH:12][CH:13]=4)[CH2:18][C:19]=3[N:20]([CH3:33])[C:21]=2[CH:22]=[CH:23][CH:24]=1. Procedure: Methyl 2-((1-(2-tert-butoxy-2-oxoethyl)-1H-indol-6-ylamino)methyl)-4-chloro-1-methyl-1H-indole-3-carboxylate (2.416 mmol, 1 equiv.) was dissolved in dichloromethane (36 ml), and (CH3)3Al (2 M solution in toluene, 4.83 mmol) was added at 0° C., under nitrogen. After 10 min, the reaction mixture was heated to 25° C. and then stirred for 2 h. The reaction mixture was diluted with dichloromethane and hydrolysed with 2 M HCl. The phases were separated, and the organic phase was washed with water and ... Reactants: O1CCN(CC1)CCOC1=CC=C2C(=C(C(C2=C1)=O)C=1C=NC=CC1)C1=CC=CC=C1 (6-(2-Morpholinoethoxy)-3-phenyl-2-(pyridin-3-yl)-1H-inden-1-one), Cl (HCl), C(C)OCC (diethyl ether). Solvent: C(Cl)Cl (CH2Cl2). Product: Cl.O1CCN(CC1)CCOC1=CC=C2C(=C(C(C2=C1)=O)C=1C=NC=CC1)C1=CC=CC=C1 (6-(2-Morpholinoethoxy)-3-phenyl-2-(pyridin-3-yl)-1H-inden-1-one hydrochloride salt). As a reaction SMILES: [O:1]1[CH2:6][CH2:5][N:4]([CH2:7][CH2:8][O:9][C:10]2[CH:18]=[C:17]3[C:13]([C:14]([C:26]4[CH:31]=[CH:30][CH:29]=[CH:28][CH:27]=4)=[C:15]([C:20]4[CH:21]=[N:22][CH:23]=[CH:24][CH:25]=4)[C:16]3=[O:19])=[CH:12][CH:11]=2)[CH2:3][CH2:2]1.[ClH:32].C(OCC)C>C(Cl)Cl>[ClH:32].[O:1]1[CH2:2][CH2:3][N:4]([CH2:7][CH2:8][O:9][C:10]2[CH:18]=[C:17]3[C:13]([C:14]([C:26]4[CH:27]=[CH:28][CH:29]=[CH:30][CH:31]=4)=[C:15]([C:20]4[CH:21]=[N:22][CH:23]=[CH:24][CH:25]=4)[C:16]3=[O:19])=[CH:12][CH:11]=2)[CH2:5][CH2:6]1 |f:4.5|. Procedure details: 6-(2-Morpholinoethoxy)-3-phenyl-2-(pyridin-3-yl)-1H-inden-1-one (500 mg, 1.21 mmol) obtained in Step 7 was placed into a flask and dissolved in CH2Cl2 (4.0 mL). To the resulting solution was added 1.0M HCl in diethyl ether (1.21 mL, 1 eq). The solvents were removed by rotary evaporation under reduced pressure to give the desired product in quantitative yield. RXN SMILES: [BH3:1].[Br:7][CH2:8][CH2:9][CH2:10][CH2:11][CH2:12][CH2:13][CH2:14][CH2:15][CH2:16][CH2:17][CH2:18][CH2:19][CH2:20][CH2:21][CH2:22][C:23](=[O:24])[OH:25].[C:26](=[O:27])([OH:28])[O-:29].[CH2:2]1[O:3][CH2:4][CH2:5][CH2:6]1.[CH2:31]1[O:32][CH2:33][CH2:34][CH2:35]1.[Na+:30]>>[Br:7][CH2:8][CH2:9][CH2:10][CH2:11][CH2:12][CH2:13][CH2:14][CH2:15][CH2:16][CH2:17][CH2:18][CH2:19][CH2:20][CH2:21][CH2:22][CH2:23][OH:24]. Starting materials: B, O=C(O)CCCCCCCCCCCCCCCBr, O=C([O-])O, C1CCOC1, C1CCOC1, [Na+]. The product is OCCCCCCCCCCCCCCCCBr. The reactants are BrC1=CC(=C(C(=O)O)C=C1)F (4-bromo-2-fluorobenzoic acid), CCC(CC)N (3-pentanamine). Product: BrC1=CC(=C(C(=O)NC(CC)CC)C=C1)F (4-bromo-N-(1-ethylpropyl)-2-fluoro-benzamide). Reaction SMILES: [Br:1][C:2]1[CH:10]=[CH:9][C:5]([C:6]([OH:8])=O)=[C:4]([F:11])[CH:3]=1.[CH3:12][CH2:13][CH:14]([NH2:17])[CH2:15][CH3:16]>>[Br:1][C:2]1[CH:10]=[CH:9][C:5]([C:6]([NH:17][CH:14]([CH2:15][CH3:16])[CH2:13][CH3:12])=[O:8])=[C:4]([F:11])[CH:3]=1. Procedure: The sub-title compound was prepared by the method of example 18 step a) using 4-bromo-2-fluorobenzoic acid and 3-pentanamine. Reactants: COC(=O)C=1C=CC=C2C(CCSC12)=O (Methylthiochroman-4-one-8-carboxylate). Run in C(C)O (ethanol). Reaction conditions: time 1 hour. The product is COC(=O)C=1C=CC=C2C(CCSC12)O (Methylthiochroman-4-ol-8-carboxylate). Yield: 98.9%. Reaction SMILES: [CH3:1][O:2][C:3]([C:5]1[CH:6]=[CH:7][CH:8]=[C:9]2[C:14]=1[S:13][CH2:12][CH2:11][C:10]2=[O:15])=[O:4]>C(O)C>[CH3:1][O:2][C:3]([C:5]1[CH:6]=[CH:7][CH:8]=[C:9]2[C:14]=1[S:13][CH2:12][CH2:11][CH:10]2[OH:15])=[O:4]. Procedure: Methylthiochroman-4-one-8-carboxylate (0.500 g, 2.25 mmol) was dissolved with stirring in ethanol (20 ml). After 1 h, the reaction mixture was evaporated under reduced pressure and the residue partitioned between ethyl acetate and water. The aqueous layer was then extracted with ethyl acetate (1×) and the combined organic layers were dried (Na2SO4) and evaporated under reduced pressure to give a yellow oil, which was purified by silica-gel chromatography (1:1 Pentane:EtOAc as eluant) to give the...